From a dataset of the Open Reaction Database (ORD), a public repository of structured organic reaction records. describe an organic reaction: reactants, conditions, products, and yield Reactants: C1(=CC=CC=C1)NC1=NC=CC(=C1N)C1=CC=CC=C1 (N2,4-diphenylpyridine-2,3-diamine), ethoxy ethylene malononitrile, C(C)(C)O (isopropanol). Product: CC1=NC=2C(=NC=CC2C2=CC=CC=C2)N1C1=CC=CC=C1 (2-methyl-3,7-diphenyl-3H-imidazo[4,5-b]pyridine). Yield: 74.0%. Reaction SMILES: [C:1]1([NH:7][C:8]2[C:13]([NH2:14])=[C:12]([C:15]3[CH:20]=[CH:19][CH:18]=[CH:17][CH:16]=3)[CH:11]=[CH:10][N:9]=2)[CH:6]=[CH:5][CH:4]=[CH:3][CH:2]=1.[CH:21](O)(C)[CH3:22]>>[CH3:21][C:22]1[N:7]([C:1]2[CH:6]=[CH:5][CH:4]=[CH:3][CH:2]=2)[C:8]2=[N:9][CH:10]=[CH:11][C:12]([C:15]3[CH:16]=[CH:17][CH:18]=[CH:19][CH:20]=3)=[C:13]2[N:14]=1. Reported procedure: 0.70 mol of N2,4-diphenylpyridine-2,3-diamine and 2.56 mol of ethoxy ethylene malononitrile was added in 10 ml of isopropanol, and refluxed for 6 hours. The solution was removed and was purified by using column chromatography to thereby produce a solid crystalline product at a yield of 74%. Reactants: N1=C(C=CC=C1)C1(CCCC1)COS(=O)(=O)C (methanesulfonic acid 1-pyridin-2-yl-cyclopentylmethyl ester), [C-]#N.[Na+] (NaCN). Solvent: CS(=O)C (dimethyl sulfoxide). Conditions: temperature 140 celsius. Product: N1=C(C=CC=C1)C1(CCCC1)CC#N ((1-pyridin-2-yl-cyclopentyl)-acetonitrile). Yield: 82.1%. RXN SMILES: [N:1]1[CH:6]=[CH:5][CH:4]=[CH:3][C:2]=1[C:7]1([CH2:12]OS(C)(=O)=O)[CH2:11][CH2:10][CH2:9][CH2:8]1.[C-:18]#[N:19].[Na+]>CS(C)=O>[N:1]1[CH:6]=[CH:5][CH:4]=[CH:3][C:2]=1[C:7]1([CH2:12][C:18]#[N:19])[CH2:11][CH2:10][CH2:9][CH2:8]1 |f:1.2|. Reported procedure: To a stirred solution of methanesulfonic acid 1-pyridin-2-yl-cyclopentylmethyl ester (433) (2 g, 7.843 mmol) in dimethyl sulfoxide (15 mL), KI (0.13 g, 0.784 mmol), NaCN (0.769 g, 15.686 mmol) were added and the reaction was subjected to heating at 140° C. for 5 h. The reaction mixture was quenched with ice cold water (50 mL) and extracted with ethyl acetate (2×70 mL). The combined extracts were washed with brine, dried and concentrated. The resulting crude product was purified by normal silica ... The reactants are ClC1=NC=2C=CC(=C(C2C=C1)C(=O)NCC1CCCCC1)Cl (2,6-dichloro-N-(cyclohexylmethyl)-5-quinolinecarboxamide), N1[C@@H](C(=O)OC(C)(C)C)CCC1 (D-proline, 1,1-dimethylethyl ester). The product is CC(C)(C)OC([C@@H]1N(CCC1)C1=NC2=CC=C(C(=C2C=C1)C(=O)NCC1CCCCC1)Cl)=O (1-[6-Chloro-5-[[(cyclohexylmethyl)amino]carbonyl]-2-quinolinyl]-D-proline 1,1-dimethylethyl Ester). Yield: 89.3%. Reaction SMILES: Cl[C:2]1[CH:11]=[CH:10][C:9]2[C:8]([C:12]([NH:14][CH2:15][CH:16]3[CH2:21][CH2:20][CH2:19][CH2:18][CH2:17]3)=[O:13])=[C:7]([Cl:22])[CH:6]=[CH:5][C:4]=2[N:3]=1.[NH:23]1[CH2:34][CH2:33][CH2:32][C@@H:24]1[C:25]([O:27][C:28]([CH3:31])([CH3:30])[CH3:29])=[O:26]>>[CH3:31][C:28]([O:27][C:25](=[O:26])[C@H:24]1[CH2:32][CH2:33][CH2:34][N:23]1[C:2]1[CH:11]=[CH:10][C:9]2[C:4](=[CH:5][CH:6]=[C:7]([Cl:22])[C:8]=2[C:12]([NH:14][CH2:15][CH:16]2[CH2:21][CH2:20][CH2:19][CH2:18][CH2:17]2)=[O:13])[N:3]=1)([CH3:29])[CH3:30]. Procedure: Prepared according to the method of example 30, using 2,6-dichloro-N-(cyclohexylmethyl)-5-quinolinecarboxamide (Example 43(a)) (200 mg) and D-proline, 1,1-dimethylethyl ester (310 mg). Purification (SiO2, ethyl acetate:isohexane 30:70 as eluant) gave the sub-title compound as an oil (250 mg).